Dataset: the Open Reaction Database (ORD), a public repository of structured organic reaction records. Task: describe an organic reaction: reactants, conditions, products, and yield Starting materials: CS(=O)(=O)CCN1CCNCC1, CCOc1nc(SC)ncc1C1=NC(c2ccc(Cl)cc2)C(c2ccc(Cl)cc2)N1C(=O)N1CCNC(=O)C1, Cl, Cl. Yields the product CCOc1nc(SC)ncc1C1=NC(c2ccc(Cl)cc2)C(c2ccc(Cl)cc2)N1C(=O)N1CCN(CCS(C)(=O)=O)CC1. Reaction SMILES: [CH3:42][S:43](=[O:44])(=[O:45])[CH2:46][CH2:47][N:48]1[CH2:49][CH2:50][NH:51][CH2:52][CH2:53]1.[Cl:1][c:2]1[cH:3][cH:4][c:5]([CH:8]2[N:9]=[C:10]([c:29]3[c:30]([O:37][CH2:38][CH3:39])[n:31][c:32]([S:35][CH3:36])[n:33][cH:34]3)[N:11]([C:20](=[O:21])[N:22]3[CH2:23][CH2:24][NH:25][C:26](=[O:27])[CH2:28]3)[CH:12]2[c:13]2[cH:14][cH:15][c:16]([Cl:19])[cH:17][cH:18]2)[cH:6][cH:7]1.[ClH:40].[ClH:41]>>[Cl:1][c:2]1[cH:3][cH:4][c:5]([CH:8]2[N:9]=[C:10]([c:29]3[c:30]([O:37][CH2:38][CH3:39])[n:31][c:32]([S:35][CH3:36])[n:33][cH:34]3)[N:11]([C:20](=[O:21])[N:51]3[CH2:50][CH2:49][N:48]([CH2:47][CH2:46][S:43]([CH3:42])(=[O:44])=[O:45])[CH2:53][CH2:52]3)[CH:12]2[c:13]2[cH:14][cH:15][c:16]([Cl:19])[cH:17][cH:18]2)[cH:6][cH:7]1. The reactants are FCC(C(COC1=CC=C(C=C1)Cl)=O)(C)CF (3,3-bisfluoromethyl-1-(4-chlorophenoxy)-butan-2-one), BrBr (bromine). Run in C(Cl)Cl (methylene chloride). The product is FCC(C(C(OC1=CC=C(C=C1)Cl)Br)=O)(C)CF (3,3-bisfluoromethyl-1-bromo-1-(4-chlorophenoxy)-butan-2-one). The yield is 89.0%. Reaction SMILES: [F:1][CH2:2][C:3]([CH2:16][F:17])([CH3:15])[C:4](=[O:14])[CH2:5][O:6][C:7]1[CH:12]=[CH:11][C:10]([Cl:13])=[CH:9][CH:8]=1.[Br:18]Br>C(Cl)Cl>[F:1][CH2:2][C:3]([CH2:16][F:17])([CH3:15])[C:4](=[O:14])[CH:5]([Br:18])[O:6][C:7]1[CH:12]=[CH:11][C:10]([Cl:13])=[CH:9][CH:8]=1. Procedure: 166 g (0.632 mol) of 3,3-bisfluoromethyl-1-(4-chlorophenoxy)-butan-2-one were dissolved in 500 ml of methylene chloride, and 100 g (0.625 mol) of bromine were added dropwise at 20° to 30° C., while stirring and cooling. The mixture was subsequently stirred at 20° C. for 2 hours. After distilling off the solvent in vacuo, the residue was crystallized from petroleum ether. 190 g (88% of theory) of 3,3-bisfluoromethyl-1-bromo-1-(4-chlorophenoxy)-butan-2-one of melting point 54°-55° C. were obtained... The product is ClC1=CC=C(C=C1)C1=NOC(=C1COC1=NC=C(C(=O)NC(CO)(C)C)C=C1)C (6-[3-(4-Chloro-phenyl)-5-methyl-isoxazol-4-ylmethoxy]-N-(2-hydroxy-1,1-dimethyl-ethyl)-nicotinamide). As a reaction SMILES: [Cl:1][C:2]1[CH:7]=[CH:6][C:5]([C:8]2[C:12]([CH2:13][O:14][C:15]3[CH:23]=[CH:22][C:18]([C:19]([OH:21])=O)=[CH:17][N:16]=3)=[C:11]([CH3:24])[O:10][N:9]=2)=[CH:4][CH:3]=1.CC1ON=C(C2C=CC=CC=2)C=1COC1C=CC(C(O)=O)=CN=1.[NH2:48][C:49]([CH3:53])([CH3:52])[CH2:50][OH:51]>>[Cl:1][C:2]1[CH:3]=[CH:4][C:5]([C:8]2[C:12]([CH2:13][O:14][C:15]3[CH:23]=[CH:22][C:18]([C:19]([NH:48][C:49]([CH3:53])([CH3:52])[CH2:50][OH:51])=[O:21])=[CH:17][N:16]=3)=[C:11]([CH3:24])[O:10][N:9]=2)=[CH:6][CH:7]=1. The reactants are ClC1=CC=C(C=C1)C1=NOC(=C1COC1=NC=C(C(=O)O)C=C1)C (6-[3-(4-chloro-phenyl)-5-methyl-isoxazol-4-ylmethoxy]-nicotinic acid), CC1=C(C(=NO1)C1=CC=CC=C1)COC1=NC=C(C(=O)O)C=C1 (6-(5-methyl-3-phenyl-isoxazol-4-ylmethoxy)-nicotinic acid), NC(CO)(C)C (2-amino-2-methyl-1-propanol). Reported procedure: As described for example 191, 6-[3-(4-chloro-phenyl)-5-methyl-isoxazol-4-ylmethoxy]-nicotinic acid (100 mg, 0.29 mmol) was converted, instead of 6-(5-methyl-3-phenyl-isoxazol-4-ylmethoxy)-nicotinic acid, using 2-amino-2-methyl-1-propanol instead of 2-aminoethyl isopropylether, to the title compound (37 mg, 30%) which was obtained as a white solid. MS: m/e=416.2 [M+H]+. Yield: 30.0%.